describe an organic reaction: reactants, conditions, products, and yield From a dataset of the Open Reaction Database (ORD), a public repository of structured organic reaction records. Starting materials: FC1=C(C=C(C=C1)F)[C@@](CN1N=CN=C1)([C@@H](C)S[C@H]1CO[C@@H](OC1)C1=CC=CC=C1)O ((2R,3R)-2-(2,5-difluorophenyl)-3-[(trans-2-phenyl-1,3-dioxan-5-yl)thio]-1-(1H-1,2,4-triazol-1-yl)-2-butanol), Cl (hydrochloric acid). The product is FC1=C(C=C(C=C1)F)[C@@](CN1N=CN=C1)([C@@H](C)SC(CO)CO)O ((2R,3R)-2-(2,5-Difluorophenyl)-3-[[1-(hydroxymethyl)-2-hydroxyethyl]thio]-1-(1H-1,2,4-triazol-1-yl)-2-butanol). Reaction SMILES: [F:1][C:2]1[CH:7]=[CH:6][C:5]([F:8])=[CH:4][C:3]=1[C@:9]([OH:31])([C@H:16]([S:18][C@@H:19]1[CH2:24][O:23][C@@H](C2C=CC=CC=2)[O:21][CH2:20]1)[CH3:17])[CH2:10][N:11]1[CH:15]=[N:14][CH:13]=[N:12]1.Cl>>[F:1][C:2]1[CH:7]=[CH:6][C:5]([F:8])=[CH:4][C:3]=1[C@:9]([OH:31])([C@H:16]([S:18][CH:19]([CH2:20][OH:21])[CH2:24][OH:23])[CH3:17])[CH2:10][N:11]1[CH:15]=[N:14][CH:13]=[N:12]1. Reported procedure: In the same manner as that described in Example 7(vi) above, 5.0 g of crude (2R,3R)-2-(2,5-difluorophenyl)-3-[(trans-2-phenyl-1,3-dioxan-5-yl)thio]-1-(1H-1,2,4-triazol-1-yl)-2-butanol [prepared as described in Step 8(v) above] were treated with hydrochloric acid and the product obtained was purified by chromatography on a silica gel (50 g) column using a 3:100 mixture of methanol and ethyl acetate as the eluant to afford 3.17 g [overall yield from Step 8(v) 83%] of the of the title compound as a... Reactants: [OH-].[Li+] (lithium hydroxide), C(C)(C)(C)OC(=O)N[C@@H](C[C@H](CC1=CC(=C(C=C1)OC)OCCCOC)C(C)C)C1OC([C@@H](C1)C)=O (2-{1(S)-tert-butoxycarbonylamino-3(S)-isopropyl-4-[4-methoxy-3-(3-methoxy-propyloxy)-phenyl]-butyl}-4(R)-methyl-tetrahydrofuran-5-one). Run in COCCOC.O (1,2-dimethoxyethane water). Conditions: time 1 hour. Yields the product C(C)(C)(C)OC(=O)N[C@H]([C@H](C[C@H](C(=O)O)C)O)C[C@H](CC1=CC(=C(C=C1)OC)OCCCOC)C(C)C (5(S)-Tert-butoxycarbonylamino-4(S)-hydroxy-7(S)-isopropyl-2(R)-methyl-8-[4-methoxy-3-(3-methoxypropyloxy)-phenyl]-octanoic acid). As a reaction SMILES: [OH-:1].[Li+].[C:3]([O:7][C:8]([NH:10][C@H:11]([CH:32]1[CH2:36][C@@H:35]([CH3:37])[C:34](=[O:38])[O:33]1)[CH2:12][C@@H:13]([CH:29]([CH3:31])[CH3:30])[CH2:14][C:15]1[CH:20]=[CH:19][C:18]([O:21][CH3:22])=[C:17]([O:23][CH2:24][CH2:25][CH2:26][O:27][CH3:28])[CH:16]=1)=[O:9])([CH3:6])([CH3:5])[CH3:4]>COCCOC.O>[C:3]([O:7][C:8]([NH:10][C@@H:11]([CH2:12][C@@H:13]([CH:29]([CH3:31])[CH3:30])[CH2:14][C:15]1[CH:20]=[CH:19][C:18]([O:21][CH3:22])=[C:17]([O:23][CH2:24][CH2:25][CH2:26][O:27][CH3:28])[CH:16]=1)[C@@H:32]([OH:1])[CH2:36][C@@H:35]([CH3:37])[C:34]([OH:33])=[O:38])=[O:9])([CH3:5])([CH3:6])[CH3:4] |f:0.1,3.4|. Procedure: 28.5 ml of 1N lithium hydroxide solution are added to 3.6 g of 2-{1(S)-tert-butoxycarbonylamino-3(S)-isopropyl-4-[4-methoxy-3-(3-methoxy-propyloxy)-phenyl]-butyl}-4(R)-methyl-tetrahydrofuran-5-one in 210 ml of 1,2-dimethoxyethane/water (2:1) at room temperature. The reaction mixture is stirred at room temperature for a further 1 hour and then concentrated by evaporation. Ice and 10% aqueous citric acid solution are added to the residue. Repeated extraction with chloroform yields the crude title ... Reactants: C[Al](C)C, Cc1ccccc1, Nc1ccc(F)cn1, COC(=O)C(O)COC(C)CO[Si](C(C)C)(C(C)C)C(C)C. Yields the product CC(CO[Si](C(C)C)(C(C)C)C(C)C)OCC(O)C(=O)Nc1ccc(F)cn1. RXN SMILES: [CH3:1][Al:2]([CH3:3])[CH3:4].[CH3:35][c:36]1[cH:37][cH:38][cH:39][cH:40][cH:41]1.[F:5][c:6]1[cH:7][cH:8][c:9]([NH2:12])[n:10][cH:11]1.[OH:13][CH:14]([C:15](=[O:16])[O:17][CH3:18])[CH2:19][O:20][CH:21]([CH2:22][O:23][Si:24]([CH:25]([CH3:26])[CH3:27])([CH:28]([CH3:29])[CH3:30])[CH:31]([CH3:32])[CH3:33])[CH3:34]>>[F:5][c:6]1[cH:7][cH:8][c:9]([NH:12][C:15]([CH:14]([OH:13])[CH2:19][O:20][CH:21]([CH2:22][O:23][Si:24]([CH:25]([CH3:26])[CH3:27])([CH:28]([CH3:29])[CH3:30])[CH:31]([CH3:32])[CH3:33])[CH3:34])=[O:16])[n:10][cH:11]1. The reactants are NC1=C2C(=NC=N1)N(N=C2I)CCO (2-(4-amino-3-iodo-1H-pyrazolo[3,4-d]pyrimidin-1-yl)-1-ethanol), NC1=C2C(=NC=N1)N(N=C2I)CCO (2-(4-amino-3-iodo-1H-pyrazolo[3,4-d]pyrimidin-1-yl)-1-ethanol), COC1=C(C=CC(=C1)B1OC(C(O1)(C)C)(C)C)NC(C1=C(C=C(C=C1)C(F)(F)F)F)=O (N1-[2-methoxy-4-(4,4,5,5-tetramethyl-1,3,2-dioxaborolan-2-yl)phenyl]-2-fluoro-4-(trifluoromethyl)benzamide), C([O-])([O-])=O.[Na+].[Na+] (sodium carbonate). Reagents/catalysts: C1(=CC=CC=C1)P(C1=CC=CC=C1)C1=CC=CC=C1.C1(=CC=CC=C1)P(C1=CC=CC=C1)C1=CC=CC=C1.C1(=CC=CC=C1)P(C1=CC=CC=C1)C1=CC=CC=C1.C1(=CC=CC=C1)P(C1=CC=CC=C1)C1=CC=CC=C1.[Pd] (palladium tetrakis(triphenylphosphine)). The solvent is COCCOC (DME), O (water). Run at temperature 85 celsius. Product: NC1=C2C(=NC=N1)N(N=C2C2=CC(=C(C=C2)NC(C2=C(C=C(C=C2)C(F)(F)F)F)=O)OC)CCO (N1-{4-[4-amino-1-(2-hydroxyethyl)-1H-pyrazolo[3,4-d]pyrimidin-3-yl]-2-methoxyphenyl}-2-fluoro-4-(trifluoromethyl)benzamide). The yield is 64.6%. Reaction SMILES: [NH2:1][C:2]1[N:7]=[CH:6][N:5]=[C:4]2[N:8]([CH2:12][CH2:13][OH:14])[N:9]=[C:10](I)[C:3]=12.[CH3:15][O:16][C:17]1[CH:22]=[C:21](B2OC(C)(C)C(C)(C)O2)[CH:20]=[CH:19][C:18]=1[NH:32][C:33](=[O:45])[C:34]1[CH:39]=[CH:38][C:37]([C:40]([F:43])([F:42])[F:41])=[CH:36][C:35]=1[F:44].C(=O)([O-])[O-].[Na+].[Na+]>COCCOC.O.C1(P(C2C=CC=CC=2)C2C=CC=CC=2)C=CC=CC=1.C1(P(C2C=CC=CC=2)C2C=CC=CC=2)C=CC=CC=1.C1(P(C2C=CC=CC=2)C2C=CC=CC=2)C=CC=CC=1.C1(P(C2C=CC=CC=2)C2C=CC=CC=2)C=CC=CC=1.[Pd]>[NH2:1][C:2]1[N:7]=[CH:6][N:5]=[C:4]2[N:8]([CH2:12][CH2:13][OH:14])[N:9]=[C:10]([C:21]3[CH:20]=[CH:19][C:18]([NH:32][C:33](=[O:45])[C:34]4[CH:39]=[CH:38][C:37]([C:40]([F:42])([F:43])[F:41])=[CH:36][C:35]=4[F:44])=[C:17]([O:16][CH3:15])[CH:22]=3)[C:3]=12 |f:2.3.4,7.8.9.10.11|. Procedure details: A mixture of 2-(4-amino-3-iodo-1H-pyrazolo[3,4-d]pyrimidin-1-yl)-1-ethanol (Intermediate 3) (0.120 g, 0.393 mmol), N1-[2-methoxy-4-(4,4,5,5-tetramethyl-1,3,2-dioxaborolan-2-yl)phenyl]-2-fluoro-4-(trifluoromethyl)benzamide (0.190 g, 0.433 mmol), palladium tetrakis(triphenylphosphine) (0.045 g, 0.039 mmol), and sodium carbonate (0.100 g, 0.943 mmol) in DME (3.9 mL) and water (3.9 mL) was heated at 85° C. for 3 h. The reaction mixture was cooled to ambient temperature and the organic solvent was re... Starting materials: C(C)OC(C1=C(C=CC=C1)F)=O (2-fluoro-benzoic acid ethyl ester), N1C(=NC=C1)CN(C)C ((1H-imidazol-2-ylmethyl)-dimethyl-amine), C([O-])([O-])=O.[Cs+].[Cs+] (cesium carbonate). The solvent is CS(=O)C (DMSO), CC(OCC)=O (EA). Reaction conditions: temperature 120 celsius, time 16 hour. Product: C(C)OC(C1=C(C=CC=C1)N1C(=NC=C1)CN(C)C)=O (2-(2-dimethylaminomethyl-imidazol-1-yl)-benzoic acid ethyl ester). Isolated yield 17.8%. Reaction SMILES: [CH2:1]([O:3][C:4](=[O:12])[C:5]1[CH:10]=[CH:9][CH:8]=[CH:7][C:6]=1F)[CH3:2].[NH:13]1[CH:17]=[CH:16][N:15]=[C:14]1[CH2:18][N:19]([CH3:21])[CH3:20].C(=O)([O-])[O-].[Cs+].[Cs+]>CS(C)=O.CC(=O)OCC>[CH2:1]([O:3][C:4](=[O:12])[C:5]1[CH:10]=[CH:9][CH:8]=[CH:7][C:6]=1[N:13]1[CH:17]=[CH:16][N:15]=[C:14]1[CH2:18][N:19]([CH3:21])[CH3:20])[CH3:2] |f:2.3.4|. Procedure details: A mixture of 2-fluoro-benzoic acid ethyl ester (200 mg; 1.19 mmol; 10 eq.), (1H-imidazol-2-ylmethyl)-dimethyl-amine (149 mg; 1.19 mmol; 1 eq.) and cesium carbonate (775 mg; 2.38 mmol; 2 eq.) in DMSO (3 mL) was stirred at 120° C. for 16 hours. The mixture was diluted with EA, washed with water (3×), dried over magnesium sulfate and concentrated in vacuo to afford the title compound (58 mg, 18%) as a white solid. HPLC (max plot) 95.7%; Rt 1.80 min. The product is O=C(O)CCN(CC(=O)O)CP(=O)(O)O. Reactants: O=C(O)CCNCC(=O)O, C=O, Cl, O, OP(O)O. As a reaction SMILES: [C:6](=[O:7])([OH:8])[CH2:9][CH2:10][NH:11][CH2:12][C:13](=[O:14])[OH:15].[CH2:16]=[O:17].[ClH:1].[OH2:18].[P:2]([OH:3])([OH:4])[OH:5]>>[P:2](=[O:3])([OH:4])([OH:5])[CH2:16][N:11]([CH2:10][CH2:9][C:6](=[O:7])[OH:8])[CH2:12][C:13](=[O:14])[OH:15]. Reaction SMILES: [B:41]([Br:42])([Br:43])[Br:44].[Cl:38][CH2:39][Cl:40].[Cl:50][CH2:51][Cl:52].[N:1]1([C:5](=[O:6])[c:7]2[cH:8][c:9]([F:37])[c:10]([O:11][c:12]3[cH:13][c:14](-[c:24]4[cH:25][cH:26][c:27]([C:29]5=[N:33][CH2:32][CH:31]([CH3:34])[O:30]5)[nH:28]4)[cH:15][c:16]([O:18][CH:19]([CH2:20][O:21][CH3:22])[CH3:23])[cH:17]3)[cH:35][cH:36]2)[CH2:2][CH2:3][CH2:4]1.[Na+:45].[OH:46][C:47](=[O:48])[O-:49]>>[N:1]1([C:5](=[O:6])[c:7]2[cH:8][c:9]([F:37])[c:10]([O:11][c:12]3[cH:13][c:14](-[c:24]4[cH:25][cH:26][c:27]([C:29]5=[N:33][CH2:32][CH:31]([CH3:34])[O:30]5)[nH:28]4)[cH:15][c:16]([O:18][CH:19]([CH2:20][OH:21])[CH3:23])[cH:17]3)[cH:35][cH:36]2)[CH2:2][CH2:3][CH2:4]1. Starting materials: BrB(Br)Br, ClCCl, ClCCl, COCC(C)Oc1cc(Oc2ccc(C(=O)N3CCC3)cc2F)cc(-c2ccc(C3=NCC(C)O3)[nH]2)c1, [Na+], O=C([O-])O. The product is CC1CN=C(c2ccc(-c3cc(Oc4ccc(C(=O)N5CCC5)cc4F)cc(OC(C)CO)c3)[nH]2)O1. Starting materials: C1(C(C=CC=C1)C)(C)O (xylenol), C1(=CC=CC=C1O)C (orthocresol), FC(C(=O)C(F)(F)F)(F)F (hexafluoroacetone). Yields the product CC1=C(C=CC(=C1)C(C(F)(F)F)(C(F)(F)F)O)O (2-methyl-4(1-hydroxy-1-trifluoromethyl-2,2,2-trifluoroethyl)phenol). RXN SMILES: [C:1]1([OH:9])(C)[CH:6]=[CH:5][CH:4]=[CH:3][CH:2]1[CH3:7].C1(C)C(O)=CC=CC=1.[F:18][C:19]([F:27])([F:26])[C:20]([C:22]([F:25])([F:24])[F:23])=[O:21]>>[CH3:7][C:2]1[CH:3]=[C:4]([C:20]([OH:21])([C:22]([F:25])([F:24])[F:23])[C:19]([F:27])([F:26])[F:18])[CH:5]=[CH:6][C:1]=1[OH:9]. Procedure: The procedure of Example 1 was essentially repeated, except that the xylenol was replaced with 540 g (5.0 moles) of orthocresol, and gaseous hexafluoroacetone, 83 g (0.5 mole) was added via a glass gas delivery tube reaching below the surface of the well-stirred mixture. At the completion of the reaction, as in Example 1, after recrystallization from hexane, white crystals of 1-methyl-4(1-hydroxy-1-trifluoromethyl-2,2,2-trifluoroethyl)phenol having 99.7% purity and melting at 89.5°-90.5° C. were... Reactants: C1COCCN1, N#CN=C(NCC#Cc1ccc2ncnc(Nc3ccc4c(cnn4Cc4cccc(F)c4)c3)c2c1)Oc1ccccc1. Yields the product N#CNC(=NCC#Cc1ccc2ncnc(Nc3ccc4c(cnn4Cc4cccc(F)c4)c3)c2c1)N1CCOCC1. RXN SMILES: [CH2:44]1[CH2:45][O:46][CH2:47][CH2:48][NH:49]1.[F:1][c:2]1[cH:3][c:4]([CH2:5][n:6]2[n:7][cH:8][c:9]3[cH:10][c:11]([NH:15][c:16]4[n:17][cH:18][n:19][c:20]5[cH:21][cH:22][c:23]([C:26]#[C:27][CH2:28][NH:29][C:30]([O:31][c:32]6[cH:33][cH:34][cH:35][cH:36][cH:37]6)=[N:38][C:39]#[N:40])[cH:24][c:25]45)[cH:12][cH:13][c:14]23)[cH:41][cH:42][cH:43]1>>[F:1][c:2]1[cH:3][c:4]([CH2:5][n:6]2[n:7][cH:8][c:9]3[cH:10][c:11]([NH:15][c:16]4[n:17][cH:18][n:19][c:20]5[cH:21][cH:22][c:23]([C:26]#[C:27][CH2:28][N:29]=[C:30]([NH:38][C:39]#[N:40])[N:49]6[CH2:44][CH2:45][O:46][CH2:47][CH2:48]6)[cH:24][c:25]45)[cH:12][cH:13][c:14]23)[cH:41][cH:42][cH:43]1. The reactants are [N+](=O)([O-])C=1C=NC2=CC=CC=C2C1NCC1(CCCCC1)C(=O)OCC (ethyl 1-{[(3-nitroquinolin-4-yl)amino]methyl}cyclohexanecarboxylate). Reagents/catalysts: [Pt] (platinum on carbon). Run in C(C)#N (acetonitrile). Yields the product NC=1C=NC2=CC=CC=C2C1NCC1(CCCCC1)C(=O)OCC (ethyl 1-{[(3-aminoquinolin-4-yl)amino]methyl}cyclohexanecarboxylate). Isolated yield 89.7%. As a reaction SMILES: [N+:1]([C:4]1[CH:5]=[N:6][C:7]2[C:12]([C:13]=1[NH:14][CH2:15][C:16]1([C:22]([O:24][CH2:25][CH3:26])=[O:23])[CH2:21][CH2:20][CH2:19][CH2:18][CH2:17]1)=[CH:11][CH:10]=[CH:9][CH:8]=2)([O-])=O>[Pt].C(#N)C>[NH2:1][C:4]1[CH:5]=[N:6][C:7]2[C:12]([C:13]=1[NH:14][CH2:15][C:16]1([C:22]([O:24][CH2:25][CH3:26])=[O:23])[CH2:21][CH2:20][CH2:19][CH2:18][CH2:17]1)=[CH:11][CH:10]=[CH:9][CH:8]=2. Procedure details: A suspension of 5% platinum on carbon (1.2 g) and ethyl 1-{[(3-nitroquinolin-4-yl)amino]methyl}cyclohexanecarboxylate (11.7 g, 32.7 mmol) in acetonitrile (100 mL) was placed under hydrogen pressure (3 atm, 2.1×105 Pa) on a Parr apparatus for five hours and filtered through a layer of CELITE filter agent. The filtrate was concentrated under reduced pressure to provide 9.60 g of ethyl 1-{[(3-aminoquinolin-4-yl)amino]methyl}cyclohexanecarboxylate as an orange oil that solidified upon standing.